From a dataset of the Open Reaction Database (ORD), a public repository of structured organic reaction records. describe an organic reaction: reactants, conditions, products, and yield The reactants are CC1(C(O1)C(=O)OC)C (Methyl 3,3-dimethylglycidate), C(C)O (ethanol). Reagents/catalysts: Cl(=O)(=O)(=O)O (perchloric acid). Conditions: temperature 50 celsius. Yields the product C(C)OC(C(C(=O)OC)O)(C)C (methyl 3-ethoxy-2-hydroxy-3-methylbutanoate). Isolated yield 91.6%. Reaction SMILES: [CH3:1][C:2]1([CH3:9])[O:4][CH:3]1[C:5]([O:7][CH3:8])=[O:6].[CH2:10]([OH:12])[CH3:11]>Cl(O)(=O)(=O)=O>[CH2:10]([O:12][C:2]([CH3:9])([CH3:1])[CH:3]([OH:4])[C:5]([O:7][CH3:8])=[O:6])[CH3:11]. Procedure: Methyl 3,3-dimethylglycidate (20.0 g, 0.154 mmol) and ethanol (30 mL) were introduced into an eggplant type flask (100 cc) and stirred at room temperature while 70% perchloric acid (5 drops) was added gradually. The resulting reaction solution was heated at 50° C. for 2 hours with stirring. After completion of the reaction, the reaction solution was concentrated under reduced pressure, and a small amount of anhydrous sodium carbonate was added. The reaction solution was left to stand at room tem... The reactants are C1CCOC1, CC(=O)Cl, CCOc1ccccc1NC(=O)OCCN1CCN(c2cccc(N)c2)CC1, O. Product: CCOc1ccccc1NC(=O)OCCN1CCN(c2cccc(NC(C)=O)c2)CC1. RXN SMILES: [CH2:34]1[O:35][CH2:36][CH2:37][CH2:38]1.[CH3:29][C:30]([Cl:31])=[O:32].[NH2:1][c:2]1[cH:3][c:4]([N:8]2[CH2:9][CH2:10][N:11]([CH2:14][CH2:15][O:16][C:17]([NH:18][c:19]3[c:20]([O:25][CH2:26][CH3:27])[cH:21][cH:22][cH:23][cH:24]3)=[O:28])[CH2:12][CH2:13]2)[cH:5][cH:6][cH:7]1.[OH2:33]>>[NH:1]([c:2]1[cH:3][c:4]([N:8]2[CH2:9][CH2:10][N:11]([CH2:14][CH2:15][O:16][C:17]([NH:18][c:19]3[c:20]([O:25][CH2:26][CH3:27])[cH:21][cH:22][cH:23][cH:24]3)=[O:28])[CH2:12][CH2:13]2)[cH:5][cH:6][cH:7]1)[C:30]([CH3:29])=[O:32]. Starting materials: C(C)(C)(C)P(C1=C(C=CC=C1)C1=CC=CC=C1)C(C)(C)C (2-(di-tert-butylphosphino)-biphenyl), CC(C)([O-])C.[Na+] (sodium tert-butoxide), C(C1=CC=CC=C1)OC1=NC=C(C=N1)Br (2-benzyloxy-5-bromo-pyrimidine), N1CCOCC1 (morpholine). The reagents and catalysts are C=1C=CC(=CC1)/C=C/C(=O)/C=C/C2=CC=CC=C2.C=1C=CC(=CC1)/C=C/C(=O)/C=C/C2=CC=CC=C2.C=1C=CC(=CC1)/C=C/C(=O)/C=C/C2=CC=CC=C2.[Pd].[Pd] (Tris(dibenzylideneacetone)dipalladium). Run in C1(=CC=CC=C1)C (toluene), C(C)(=O)OCC (ethyl acetate), O (Water). Reaction conditions: temperature 50 celsius. Product: C(C1=CC=CC=C1)OC1=NC=C(C=N1)N1CCOCC1 (4-(2-Benzyloxy-pyrimidin-5-yl)-morpholine). As a reaction SMILES: C(P(C(C)(C)C)C1C=CC=CC=1C1C=CC=CC=1)(C)(C)C.CC(C)([O-])C.[Na+].[CH2:28]([O:35][C:36]1[N:41]=[CH:40][C:39](Br)=[CH:38][N:37]=1)[C:29]1[CH:34]=[CH:33][CH:32]=[CH:31][CH:30]=1.[NH:43]1[CH2:48][CH2:47][O:46][CH2:45][CH2:44]1>C1(C)C=CC=CC=1.C1C=CC(/C=C/C(/C=C/C2C=CC=CC=2)=O)=CC=1.C1C=CC(/C=C/C(/C=C/C2C=CC=CC=2)=O)=CC=1.C1C=CC(/C=C/C(/C=C/C2C=CC=CC=2)=O)=CC=1.[Pd].[Pd].C(OCC)(=O)C.O>[CH2:28]([O:35][C:36]1[N:41]=[CH:40][C:39]([N:43]2[CH2:48][CH2:47][O:46][CH2:45][CH2:44]2)=[CH:38][N:37]=1)[C:29]1[CH:34]=[CH:33][CH:32]=[CH:31][CH:30]=1 |f:1.2,6.7.8.9.10|. Procedure: Tris(dibenzylideneacetone)dipalladium (1.78 g), 2-(di-tert-butylphosphino)-biphenyl (2.32 g) and sodium tert-butoxide (4.49 g) were added to a solution of 2-benzyloxy-5-bromo-pyrimidine (10.3 g) and morpholine (4.1 ml) in toluene (180 ml) and the mixture was stirred under nitrogen atmosphere at 50° C. for an hour. The reaction mixture was cooled to room temperature. Water and ethyl acetate were added and the organic layer was separated, washed with a saturated brine, dried over magnesium sulfate... Product: C(#N)C=1C=C(SC1SC1=C(C=NC=C1Cl)Cl)C(=O)NC=1C=NC2=CC=CC=C2C1 (4-cyano-5-((3,5-dichloropyridin-4-yl)thio)-N-(quinolin-3-yl)thiophene-2-carboxamide), solid. Procedure details: Prepared according to the procedure described for example 44 from 5-[(3,5-dichloro-4-pyridyl)sulfanyl]-4-cyano-thiophene-2-carboxylic acid (47 mg, 0.14 mmol) from step C of example 203 and 3-amino-quinoline (40 mg, 0.15 mmol). The crude material was purified by reverse phase HPLC and the title compound was obtained as a yellow solid (14.9 mg, 23% yield). MS m/z: 456.98, 458.97 [M+H]+. As a reaction SMILES: [Cl:1][C:2]1[CH:3]=[N:4][CH:5]=[C:6]([Cl:19])[C:7]=1[S:8][C:9]1[S:13][C:12]([C:14]([OH:16])=O)=[CH:11][C:10]=1[C:17]#[N:18].[NH2:20][C:21]1[CH:22]=[N:23][C:24]2[C:29]([CH:30]=1)=[CH:28][CH:27]=[CH:26][CH:25]=2>>[C:17]([C:10]1[CH:11]=[C:12]([C:14]([NH:20][C:21]2[CH:22]=[N:23][C:24]3[C:29]([CH:30]=2)=[CH:28][CH:27]=[CH:26][CH:25]=3)=[O:16])[S:13][C:9]=1[S:8][C:7]1[C:6]([Cl:19])=[CH:5][N:4]=[CH:3][C:2]=1[Cl:1])#[N:18]. Reactants: ClC=1C=NC=C(C1SC1=C(C=C(S1)C(=O)O)C#N)Cl (5-[(3,5-dichloro-4-pyridyl)sulfanyl]-4-cyano-thiophene-2-carboxylic acid), NC=1C=NC2=CC=CC=C2C1 (3-amino-quinoline). Isolated yield 23.0%. The reactants are [Cl-].[Cl-].[Ca+2] (CaCl2), COC(CC1=CC(=CC=C1)C1=C2CC(NC2=CC=C1)=O)=O ([3-(2-oxo-2,3-dihydro-1H-indol-4-yl)-phenyl]-acetic acid methyl ester). The solvent is C1CCOC1 (THF), O.CO (H2O MeOH). Conditions: time 8 hour. Yields the product OCCC=1C=C(C=CC1)C1=C2CC(NC2=CC=C1)=O (4-[3-(2-hydroxy-ethyl)-phenyl]-1,3-dihydro-indol-2-one). Yield: 94.8%. RXN SMILES: C[O:2][C:3](=O)[CH2:4][C:5]1[CH:10]=[CH:9][CH:8]=[C:7]([C:11]2[CH:19]=[CH:18][CH:17]=[C:16]3[C:12]=2[CH2:13][C:14](=[O:20])[NH:15]3)[CH:6]=1.[Cl-].[Cl-].[Ca+2]>O.CO.C1COCC1>[OH:2][CH2:3][CH2:4][C:5]1[CH:6]=[C:7]([C:11]2[CH:19]=[CH:18][CH:17]=[C:16]3[C:12]=2[CH2:13][C:14](=[O:20])[NH:15]3)[CH:8]=[CH:9][CH:10]=1 |f:1.2.3,4.5|. Reported procedure: To a suspension of NABH4 (600 mg, 16 mmol) in 15% H2O/MeOH (6 mL) under nitrogen at rt was added dropwise a solution of [3-(2-oxo-2,3-dihydro-1H-indol-4-yl)-phenyl]-acetic acid methyl ester (450 mg, 1.6 mmol) in THF (3 mL). After stirring at rt for overnight, to the reaction was added CaCl2 (300 mg) and stirring was continued for another 5 hours. The reaction was quenched with acetic acid (2 mL), concentrated, diluted with ethyl acetate, washed with 0.5 N HCl (3×15 mL), 10% NaHCO3 (3×15 mL), bri... Reactants: COC(=O)c1cc(Br)c([N+](=O)[O-])s1, [H-], [Na+], CN(C)C=O, Sc1ccc2ccccc2c1. The product is COC(=O)c1cc(Sc2ccc3ccccc3c2)c([N+](=O)[O-])s1. RXN SMILES: [CH3:14][O:15][C:16](=[O:17])[c:18]1[s:19][c:20]([N+:24](=[O:25])[O-:26])[c:21]([Br:23])[cH:22]1.[H-:2].[Na+:1].[O:27]=[CH:28][N:29]([CH3:30])[CH3:31].[cH:3]1[c:4]([SH:13])[cH:5][cH:6][c:7]2[cH:8][cH:9][cH:10][cH:11][c:12]12>>[cH:3]1[c:4]([S:13][c:21]2[c:20]([N+:24](=[O:25])[O-:26])[s:19][c:18]([C:16]([O:15][CH3:14])=[O:17])[cH:22]2)[cH:5][cH:6][c:7]2[cH:8][cH:9][cH:10][cH:11][c:12]12.